Task: describe an organic reaction: reactants, conditions, products, and yield. Dataset: the Open Reaction Database (ORD), a public repository of structured organic reaction records The reactants are CC1=CN(C(=O)NC1=O)[C@H]2[C@@H]([C@@H]([C@H](O2)CO)O)O (ribothymidine), C(OC1=CC=CC=C1)(OC1=CC=CC=C1)=O (diphenyl carbonate), C(C)OCC (diethyl ether). Reagents/catalysts: C([O-])(O)=O.[Na+] (sodium bicarbonate). Solvent: CO (MeOH), CN(C)C=O (DMF). Run at temperature 150 celsius. Product: CC1=CN2[C@H]3C[C@H]([C@H](O3)CO)OC2=NC1=O (anhydrothymidine). The yield is 101.4%. As a reaction SMILES: [CH3:1][C:2]1[C:8](=[O:9])[NH:7][C:5](=O)[N:4]([C@@H:10]2[O:14][C@H:13]([CH2:15][OH:16])[C@@H:12]([OH:17])[C@H:11]2O)[CH:3]=1.C(=O)(OC1C=CC=CC=1)OC1C=CC=CC=1.C(OCC)C>CN(C=O)C.CO.C(=O)(O)[O-].[Na+]>[CH3:1][C:2]1[C:8](=[O:9])[N:7]=[C:5]2[N:4]([C@@H:10]3[O:14][C@H:13]([CH2:15][OH:16])[C@H:12]([O:17]2)[CH2:11]3)[CH:3]=1 |f:5.6|. Reported procedure: A 100 mL round bottom flask equipped with magnetic stir bar, reflux condensor, and nitrogen inlet was charged with 5 g of ribothymidine, 4.7 g (1.2 eq) of diphenyl carbonate and 150 mg of sodium bicarbonate in 10 mL of DMF. The mixture was heated to 150° C. for 35 minutes. The black solution was diluted with 10 mL of MeOH and slowly added to 200 mL of diethyl ether. The tan product was filtered and dried to yield 4.4 g (96%) of anhydrothymidine.